Dataset: the Open Reaction Database (ORD), a public repository of structured organic reaction records. Task: describe an organic reaction: reactants, conditions, products, and yield Reactants: CCN(C(C)C)C(C)C, COc1ccc(N2CCOCC2)c2sc(-c3nc4c([nH]3)CCNCC4)nc12, COCC(=O)Cl, Cl, C1CCOC1. Product: COCC(=O)N1CCc2nc(-c3nc4c(OC)ccc(N5CCOCC5)c4s3)[nH]c2CC1. As a reaction SMILES: [CH2:29]([N:30]([CH:31]([CH3:32])[CH3:33])[CH:34]([CH3:35])[CH3:36])[CH3:37].[CH3:2][O:3][c:4]1[cH:5][cH:6][c:7]([N:23]2[CH2:24][CH2:25][O:26][CH2:27][CH2:28]2)[c:8]2[c:9]1[n:10][c:11](-[c:13]1[n:14][c:15]3[c:16]([nH:22]1)[CH2:17][CH2:18][NH:19][CH2:20][CH2:21]3)[s:12]2.[CH3:38][O:39][CH2:40][C:41](=[O:42])[Cl:43].[ClH:1].[O:44]1[CH2:45][CH2:46][CH2:47][CH2:48]1>>[CH3:2][O:3][c:4]1[cH:5][cH:6][c:7]([N:23]2[CH2:24][CH2:25][O:26][CH2:27][CH2:28]2)[c:8]2[c:9]1[n:10][c:11](-[c:13]1[n:14][c:15]3[c:16]([nH:22]1)[CH2:17][CH2:18][N:19]([C:41]([CH2:40][O:39][CH3:38])=[O:42])[CH2:20][CH2:21]3)[s:12]2. The reactants are ClC1=CC=C(C=C1)C(CC1=CC=C(C=C1)Cl)=O (1,2-bis(4-chlorophenyl)ethanone), SeO2, C(C)(=O)OCC (ethyl acetate). Conditions: time 2 hour. The product is ClC1=CC=C(C=C1)C(C(=O)C1=CC=C(C=C1)Cl)=O (1,2-bis(4-chlorophenyl)ethane-1,2-dione). Reaction SMILES: [Cl:1][C:2]1[CH:7]=[CH:6][C:5]([C:8](=[O:17])[CH2:9][C:10]2[CH:15]=[CH:14][C:13]([Cl:16])=[CH:12][CH:11]=2)=[CH:4][CH:3]=1.C(OCC)(=[O:20])C>>[Cl:1][C:2]1[CH:7]=[CH:6][C:5]([C:8](=[O:17])[C:9]([C:10]2[CH:15]=[CH:14][C:13]([Cl:16])=[CH:12][CH:11]=2)=[O:20])=[CH:4][CH:3]=1. Procedure details: The dione product was obtained using the same synthetic methods as shown in Example 25, step 6, using 1,2-bis(4-chlorophenyl)ethanone (2.12 g, 8.00 mmol, 1.00 equiv) and SeO2 (5.11 g, 46.0 mmol, 5.75 equiv) as reactants. The solution was allowed to react, with stifling, for 2 hr at 120° C., then diluted with ethyl acetate, washed with saturated aqueous NaCl, and concentrated under vacuum. This afforded 2.19 g (crude) of 1,2-bis(4-chlorophenyl)ethane-1,2-dione as a yellow solid. Reactants: C[C@H]1N(C(OC1)=O)C1=CC=C(C(=O)O)C=C1 ((R)-4-(4-methyl-2-oxooxazolidin-3-yl)benzoic acid), Cl.C1(CC1)C=1C=C(C(=NC1)N1CCNCC1)C (1-(5-cyclopropyl-3-methylpyridin-2-yl)piperazine hydrochloride). Product: C1(CC1)C=1C=C(C(=NC1)N1CCN(CC1)C(=O)C1=CC=C(C=C1)N1C(OC[C@H]1C)=O)C ((R)-3-{4-[4-(5-cyclopropyl-3-methylpyridin-2-yl)piperazine-1-carbonyl]phenyl}-4-methyloxazolidin-2-one). The yield is 70.5%. As a reaction SMILES: [CH3:1][C@@H:2]1[CH2:6][O:5][C:4](=[O:7])[N:3]1[C:8]1[CH:16]=[CH:15][C:11]([C:12]([OH:14])=O)=[CH:10][CH:9]=1.Cl.[CH:18]1([C:21]2[CH:22]=[C:23]([CH3:33])[C:24]([N:27]3[CH2:32][CH2:31][NH:30][CH2:29][CH2:28]3)=[N:25][CH:26]=2)[CH2:20][CH2:19]1>>[CH:18]1([C:21]2[CH:22]=[C:23]([CH3:33])[C:24]([N:27]3[CH2:28][CH2:29][N:30]([C:12]([C:11]4[CH:10]=[CH:9][C:8]([N:3]5[C@H:2]([CH3:1])[CH2:6][O:5][C:4]5=[O:7])=[CH:16][CH:15]=4)=[O:14])[CH2:31][CH2:32]3)=[N:25][CH:26]=2)[CH2:20][CH2:19]1 |f:1.2|. Procedure: By reaction and treatment in the same manner as in Example 49 and using (R)-4-(4-methyl-2-oxooxazolidin-3-yl)benzoic acid (221 mg) described in Preparation Example 37 and 1-(5-cyclopropyl-3-methylpyridin-2-yl)piperazine hydrochloride (254 mg) described in Preparation Example 49, the title compound (296 mg) was obtained. Starting materials: C(\C=C\CC)=O ((E)-pent-2-enal), C1(=CC=CC=C1)C([C@H]1NCCC1)(O[Si](C)(C)C)C1=CC=CC=C1 ((S)-2-(diphenyl((trimethylsilyl)oxy)methyl)pyrrolidine), C(C)(=O)[O-].[Na+] (sodium acetate), S(=O)(=O)(C1=CC=C(C)C=C1)NC(OC(C)(C)C)=O (tert-butyl tosylcarbamate). The solvent is C(Cl)(Cl)Cl (CHCl3). Run at time 40 minute. The product is C(C)[C@H]1N([C@@H]1C=O)C(=O)OC(C)(C)C ((2R,3S)-tert-butyl 2-ethyl-3-formylaziridine-1-carboxylate). As a reaction SMILES: C1([C:7](C2C=CC=CC=2)([O:13][Si](C)(C)C)[C@@H:8]2[CH2:12][CH2:11][CH2:10][NH:9]2)C=CC=CC=1.S(N[C:35](=[O:41])[O:36][C:37]([CH3:40])([CH3:39])[CH3:38])(C1C=CC(C)=CC=1)(=O)=O.C([O-])(=O)C.[Na+].C(=O)/C=C/CC>C(Cl)(Cl)Cl>[CH2:11]([C@@H:12]1[C@@H:8]([CH:7]=[O:13])[N:9]1[C:35]([O:36][C:37]([CH3:40])([CH3:39])[CH3:38])=[O:41])[CH3:10] |f:2.3|. Procedure details: To a 500 mL round-bottom flask equipped with a stir bar was added (S)-2-(diphenyl((trimethylsilyl)oxy)methyl)pyrrolidine (2.60 g, 8.00 mmol) and CHCl3 (200 mL). To the solution was added tert-butyl tosylcarbamate (10.9 g, 40.0 mmol). The flask was placed in a room temperature-water bath. To the stirred solution was added sodium acetate (9.84 g, 120 mmol), then (E)-pent-2-enal (4.04 g, 48.0 mmol). The mixture was stirred at room temperature for 40 minutes. The mixture was filtered, washing the fi... Reaction conditions: time 18 hour. Reactants: C(C)OC(=O)C=1C(=NC(=NC1)CC1=CC=C(C=C1)F)C1=CC=C(C=C1)C (2-(4-Fluoro-benzyl)-4-p-tolyl-pyrimidine-5-carboxylic acid ethyl ester), CC(C)C[AlH]CC(C)C (DIBAL-H). Isolated yield 61.9%. Reaction SMILES: C([O:3][C:4]([C:6]1[C:7]([C:20]2[CH:25]=[CH:24][C:23]([CH3:26])=[CH:22][CH:21]=2)=[N:8][C:9]([CH2:12][C:13]2[CH:18]=[CH:17][C:16]([F:19])=[CH:15][CH:14]=2)=[N:10][CH:11]=1)=O)C.CC(C[AlH]CC(C)C)C>C1COCC1.C(C(C(C([O-])=O)O)O)([O-])=O.[K+].[Na+]>[F:19][C:16]1[CH:17]=[CH:18][C:13]([CH2:12][C:9]2[N:8]=[C:7]([C:20]3[CH:25]=[CH:24][C:23]([CH3:26])=[CH:22][CH:21]=3)[C:6]([CH2:4][OH:3])=[CH:11][N:10]=2)=[CH:14][CH:15]=1 |f:3.4.5|. Procedure details: To a 0° C. solution of the product from Step A (0.606 g, 1.73 mmol) in THF (8 mL) was added DIBAL-H (1.5 M in toluene; 2.5 mL, 3.8 mmol). The mixture was allowed to warm to rt, and was stirred for 18 h. The mixture was diluted with 20% aq. sodium potassium tartrate and extracted with EtOAc (2×). The combined organic layers were dried and concentrated. The resulting residue was purified via SiO2 chromatography (40-60% EtOAc/hexanes) to give 0.330 g (62%) of the title compound. MS (ESI): exact mas... Product: FC1=CC=C(CC2=NC=C(C(=N2)C2=CC=C(C=C2)C)CO)C=C1 ([2-(4-Fluoro-benzyl)-4-p-tolyl-pyrimidin-5-yl]-methanol). Solvent: C(=O)([O-])C(O)C(O)C(=O)[O-].[K+].[Na+] (sodium potassium tartrate), C1CCOC1 (THF).